Dataset: the Open Reaction Database (ORD), a public repository of structured organic reaction records. Task: describe an organic reaction: reactants, conditions, products, and yield The reactants are OC1=CC=NN1C1=NC=CC(=C1)C#N (2-(5-hydroxy-1H-pyrazol-1-yl)pyridine-4-carbonitrile), ClC=1C=C(C=CC1CC)CO ((3-chloro-4-ethylphenyl)methanol). Yields the product ClC=1C=C(C=CC1CC)COC1=CC=NN1C1=NC=CC(=C1)C#N (2-[5-[(3-chloro-4-ethylphenyl)methoxy]pyrazol-1-yl]pyridine-4-carbonitrile). RXN SMILES: [OH:1][C:2]1[N:6]([C:7]2[CH:12]=[C:11]([C:13]#[N:14])[CH:10]=[CH:9][N:8]=2)[N:5]=[CH:4][CH:3]=1.[Cl:15][C:16]1[CH:17]=[C:18]([CH2:24]O)[CH:19]=[CH:20][C:21]=1[CH2:22][CH3:23]>>[Cl:15][C:16]1[CH:17]=[C:18]([CH2:24][O:1][C:2]2[N:6]([C:7]3[CH:12]=[C:11]([C:13]#[N:14])[CH:10]=[CH:9][N:8]=3)[N:5]=[CH:4][CH:3]=2)[CH:19]=[CH:20][C:21]=1[CH2:22][CH3:23]. Reported procedure: The title compound was prepared from 2-(5-hydroxy-1H-pyrazol-1-yl)pyridine-4-carbonitrile and (3-chloro-4-ethylphenyl)methanol according to the procedure for the preparation of Example 39, part C. 1H NMR (400 MHz, CDCl3): δ 1.23 (3H, t, J=8.0 Hz), 2.76 (2H, t, J=8.0 Hz), 5.18 (2H, s), 5.74 (1H, d, J=0.8 Hz), 7.26 (2H, s), 7.40-7.44 (2H, m), 7.57 (1H, s), 8.03 (1H, s), 8.72 (1H, d, J=4.8 Hz). [M+H] Calc'd for C18H15ClN4O, 339. Found, 339. The reactants are O1C(=NC2=C1C=CC=C2)C2=CC=C(CO[C@H]1[C@H](CCCC1)NC(C1=CC=CC=C1)(C1=CC=CC=C1)C1=CC=CC=C1)C=C2 (Cis-1-[4-(benzoxazol-2-yl)benzyloxy]-2-triphenylmethylaminocyclohexane), Cl (HCl). Run in C(C)O (ethanol). Reaction conditions: time 24 hour. The product is Cl.O1C(=NC2=C1C=CC=C2)C2=CC=C(CO[C@@H]1[C@@H](CCCC1)N)C=C2 (cis-2-[(4-benzoxazol-2-yl)benzyloxy]cyclohexylamine hydrochloride). As a reaction SMILES: [O:1]1[C:5]2[CH:6]=[CH:7][CH:8]=[CH:9][C:4]=2[N:3]=[C:2]1[C:10]1[CH:43]=[CH:42][C:13]([CH2:14][O:15][C@@H:16]2[CH2:21][CH2:20][CH2:19][CH2:18][C@@H:17]2[NH:22]C(C2C=CC=CC=2)(C2C=CC=CC=2)C2C=CC=CC=2)=[CH:12][CH:11]=1.[ClH:44]>C(O)C>[ClH:44].[O:1]1[C:5]2[CH:6]=[CH:7][CH:8]=[CH:9][C:4]=2[N:3]=[C:2]1[C:10]1[CH:43]=[CH:42][C:13]([CH2:14][O:15][C@H:16]2[CH2:21][CH2:20][CH2:19][CH2:18][C@H:17]2[NH2:22])=[CH:12][CH:11]=1 |f:3.4|. Reported procedure: Cis-1-[4-(benzoxazol-2-yl)benzyloxy]-2-triphenylmethylaminocyclohexane (2.03 g; 3.6 mmol) in 200 ml ethanol is treated with ethanolic HCl to pH 4 and stirred for 24 hrs. at room temperature. The solution is concentrated in vacuo, treated with ether and a white solid which precipitates out is filtered, washed with dry ether and dried in vacuo to obtain cis-2-[(4-benzoxazol-2-yl)benzyloxy]cyclohexylamine hydrochloride (m.p. 280°-281° C. dec). Product: C(C)OC(=O)C=1C=C(N)C=C(C1)C(F)(F)F (3-ethoxycarbonyl-5-trifluoromethylaniline). Procedure details: To a solution of 3-nitro-5-trifluoromethylbenzoic acid (0.36 g, 1.53 mmol) in CH2Cl2 (20 mL) was added oxalyl chloride (0.58 g, 4.60 mmol) followed by DMF (3 drops). An immediate evolution of gas occurred and the reaction was stirred for 18 h. The solvent was removed under reduced pressure, the resulting oil was dissolved in THF (80 mL) and cooled to 0° C. To the cooled solution was added EtOH (5 mL) in THF (15 mL) and the mixture was stirred for 18 h at room temperature. The mixture was concent... Reagents/catalysts: CN(C)C=O (DMF). RXN SMILES: [N+:1]([C:4]1[CH:5]=[C:6]([CH:10]=[C:11]([C:13]([F:16])([F:15])[F:14])[CH:12]=1)[C:7]([OH:9])=[O:8])([O-])=O.[C:17](Cl)(=O)[C:18](Cl)=O>C(Cl)Cl.CN(C=O)C>[CH2:17]([O:9][C:7]([C:6]1[CH:5]=[C:4]([CH:12]=[C:11]([C:13]([F:16])([F:15])[F:14])[CH:10]=1)[NH2:1])=[O:8])[CH3:18]. Run at temperature 0 celsius, time 18 hour. The solvent is C(Cl)Cl (CH2Cl2). Reactants: [N+](=O)([O-])C=1C=C(C(=O)O)C=C(C1)C(F)(F)F (3-nitro-5-trifluoromethylbenzoic acid), C(C(=O)Cl)(=O)Cl (oxalyl chloride). Starting materials: NC=1C(=CC(=C(C1)C=1C(N(C2=CC(=NC=C2C1)Cl)C)=O)C)F (3-(5-amino-4-fluoro-2-methylphenyl)-7-chloro-1-methyl-1,6-naphthyridin-2(1H)-one), COC1=CC=C(CNC)C=C1 (4-methoxy-N-methylbenzylamine), C1CCC2=NCCCN2CC1 (DBU). Solvent: CN1CCCC1=O (NMP). Reaction conditions: temperature 180 celsius. The product is COC1=CC=C(CN(C2=NC=C3C=C(C(N(C3=C2)C)=O)C2=C(C=C(C(=C2)N)F)C)C)C=C1 (7-((4-methoxybenzyl)(methyl)amino)-3-(5-amino-4-fluoro-2-methylphenyl)-1-methyl-1,6-naphthyridin-2(1H)-one). Yield: 100.5%. As a reaction SMILES: [NH2:1][C:2]1[C:3]([F:22])=[CH:4][C:5]([CH3:21])=[C:6]([C:8]2[C:9](=[O:20])[N:10]([CH3:19])[C:11]3[C:16]([CH:17]=2)=[CH:15][N:14]=[C:13](Cl)[CH:12]=3)[CH:7]=1.[CH3:23][O:24][C:25]1[CH:33]=[CH:32][C:28]([CH2:29][NH:30][CH3:31])=[CH:27][CH:26]=1.C1CCN2C(=NCCC2)CC1>CN1C(=O)CCC1>[CH3:23][O:24][C:25]1[CH:33]=[CH:32][C:28]([CH2:29][N:30]([CH3:31])[C:13]2[CH:12]=[C:11]3[C:16]([CH:17]=[C:8]([C:6]4[CH:7]=[C:2]([NH2:1])[C:3]([F:22])=[CH:4][C:5]=4[CH3:21])[C:9](=[O:20])[N:10]3[CH3:19])=[CH:15][N:14]=2)=[CH:27][CH:26]=1. Reported procedure: 3-(5-amino-4-fluoro-2-methylphenyl)-7-chloro-1-methyl-1,6-naphthyridin-2(1H)-one (1.36 g, 4.28 mmol, 1.00 eq), 4-methoxy-N-methylbenzylamine (0.971 g, 6.42 mmol, 1.50 eq) and DBU (0.960 mL, 6.42 mmol, 1.50 eq) were combined in NMP (20 mL) and heated at 180° C. under Ar overnight. The mixture was cooled to RT and poured onto H2O (200 mL). The resulting solids were collected by filtration, rinsed very well with H2O, dried on the filter to dampness and then dissolved in EtOAc. The solution was drie... Starting materials: Cl.Cl.N1(C=NC=C1)CCCN (1H-imidazole-1-propanamine dihydrochloride), ClCCl (dichloromethane), ClCCl (dichloromethane), [OH-].[Na+] (sodium hydroxide), O1C(=CC=C1)Cl (2-furanyl chloride). Reaction conditions: time 8 hour. The product is N1(C=NC=C1)CCCNC(=O)C=1OC=CC1 (N-[3-(1H-Imidazol-1-yl)propyl]-2-furanecarboxamide). As a reaction SMILES: Cl.Cl.[N:3]1([CH2:8][CH2:9][CH2:10][NH2:11])[CH:7]=[CH:6][N:5]=[CH:4]1.[OH-:12].[Na+].[O:14]1[CH:18]=[CH:17][CH:16]=[C:15]1Cl.Cl[CH2:21]Cl>>[N:3]1([CH2:8][CH2:9][CH2:10][NH:11][C:21]([C:15]2[O:14][CH:18]=[CH:17][CH:16]=2)=[O:12])[CH:7]=[CH:6][N:5]=[CH:4]1 |f:0.1.2,3.4|. Procedure: A mixture of 1.98 g. of 1H-imidazole-1-propanamine dihydrochloride and 30 ml. of 1N sodium hydroxide was stirred at room temperature. A mixture of 0.98 ml. of 2-furanyl chloride and 50 ml. of dichloromethane was added and stirring was continued overnight. More dichloromethane was added, the organic layer was separated, washed twice with water and concentrated, giving 1.0 g. of the desired product, m.p. 111°-113° C. Starting materials: BrC=1C=CC=C2C(=C(NC12)C(=O)OCC)CCCOC1=CC=CC2=CC=CC=C12 (ethyl 7-bromo-3-(3-(naphthalen-1-yloxy)propyl)-1H-indole-2-carboxylate), ClCC1=CC=C(C=C1)OC (1-(chloromethyl)-4-methoxybenzene), C(=O)([O-])[O-].[Cs+].[Cs+] (Cs2CO3). The solvent is C[N-]C (N,N-dimethylamide), CCOCC (ether), O (water). Reaction conditions: time 8 hour. Product: BrC=1C=CC=C2C(=C(N(C12)CC1=CC=C(C=C1)OC)C(=O)OCC)CCCOC1=CC=CC2=CC=CC=C12 (ethyl 7-bromo-1-(4-methoxybenzyl)-3-(3-(naphthalen-1-yloxy)propyl)-1H-indole-2-carboxylate). RXN SMILES: [Br:1][C:2]1[CH:3]=[CH:4][CH:5]=[C:6]2[C:10]=1[NH:9][C:8]([C:11]([O:13][CH2:14][CH3:15])=[O:12])=[C:7]2[CH2:16][CH2:17][CH2:18][O:19][C:20]1[C:29]2[C:24](=[CH:25][CH:26]=[CH:27][CH:28]=2)[CH:23]=[CH:22][CH:21]=1.Cl[CH2:31][C:32]1[CH:37]=[CH:36][C:35]([O:38][CH3:39])=[CH:34][CH:33]=1.C([O-])([O-])=O.[Cs+].[Cs+]>C[N-]C.CCOCC.O>[Br:1][C:2]1[CH:3]=[CH:4][CH:5]=[C:6]2[C:10]=1[N:9]([CH2:31][C:32]1[CH:37]=[CH:36][C:35]([O:38][CH3:39])=[CH:34][CH:33]=1)[C:8]([C:11]([O:13][CH2:14][CH3:15])=[O:12])=[C:7]2[CH2:16][CH2:17][CH2:18][O:19][C:20]1[C:29]2[C:24](=[CH:25][CH:26]=[CH:27][CH:28]=2)[CH:23]=[CH:22][CH:21]=1 |f:2.3.4|. Procedure details: To a solution of ethyl 7-bromo-3-(3-(naphthalen-1-yloxy)propyl)-1H-indole-2-carboxylate (2.39 g, prepared in a similar manner as described herein) in N,N-dimethylamide (20 mL) was added 1-(chloromethyl)-4-methoxybenzene (1.0 g) and Cs2CO3 (5.16 g). The mixture was stirred overnight at room temperature. The mixture was diluted with ether (300 mL) and water (200 mL). The aqueous layer was extracted with ether. The combined extracts were washed with water (×3), brine and dried over Na2SO4. Concentr... Reactants: O=C(C(CC)C1=CC=CC=C1)C1=CC=C(NS(=O)(=O)C)C=C1 (4'-(1-Oxo-2-phenylbutyl)methanesulfonanilide), C([O-])([O-])=O.[K+].[K+] (potassium carbonate), CCN(CC)CCCl (2-chlorotriethylamine). The solvent is C(C)#N (acetonitrile). The product is C(C)N(CCN(C1=CC=C(C=C1)C(C(CC)C1=CC=CC=C1)=O)S(=O)(=O)C)CC (N-(2-Diethylaminoethyl)-4'-(1-oxo-2-phenylbutyl)methanesulfonanilide). Yield: 58.0%. RXN SMILES: [O:1]=[C:2]([C:12]1[CH:22]=[CH:21][C:15]([NH:16][S:17]([CH3:20])(=[O:19])=[O:18])=[CH:14][CH:13]=1)[CH:3]([C:6]1[CH:11]=[CH:10][CH:9]=[CH:8][CH:7]=1)[CH2:4][CH3:5].C(=O)([O-])[O-].[K+].[K+].[CH3:29][CH2:30][N:31]([CH2:34][CH2:35]Cl)[CH2:32][CH3:33]>C(#N)C>[CH2:30]([N:31]([CH2:34][CH3:35])[CH2:32][CH2:33][N:16]([S:17]([CH3:20])(=[O:19])=[O:18])[C:15]1[CH:14]=[CH:13][C:12]([C:2](=[O:1])[CH:3]([C:6]2[CH:7]=[CH:8][CH:9]=[CH:10][CH:11]=2)[CH2:4][CH3:5])=[CH:22][CH:21]=1)[CH3:29] |f:1.2.3|. Procedure: 4'-(1-Oxo-2-phenylbutyl)methanesulfonanilide (31.7 g., 0.100 mole), potassium carbonate (13.8 g., 0.100 mole), and 2-chlorotriethylamine (13.6 g., 0.100 mole) are mixed together in 1 liter of acetonitrile and refluxed 18 hr. The reaction mixture is clarified by filtration and concentrated under reduced pressure. The residual oil is dissolved in ethyl ether and the product extracted therefrom with 1.5N HCl. The aqueous acid extract is washed with ethyl ether and then basified with 50% NaOH. The o...